Task: describe an organic reaction: reactants, conditions, products, and yield. Dataset: the Open Reaction Database (ORD), a public repository of structured organic reaction records Starting materials: CN(C)C=O, CCN(C(C)C)C(C)C, O=C(O)c1c(Cl)cccc1C(F)(F)F, O=C(Cl)C(=O)Cl, NCC(O)(CNC(=O)c1cnn(-c2ccc(F)cc2)c1N)C(F)(F)F, C1CCOC1. Product: Nc1c(C(=O)NCC(O)(CNC(=O)c2c(Cl)cccc2C(F)(F)F)C(F)(F)F)cnn1-c1ccc(F)cc1. As a reaction SMILES: [CH3:15][N:16]([CH3:17])[CH:18]=[O:19].[CH:56]([N:57]([CH:58]([CH3:59])[CH3:60])[CH2:61][CH3:62])([CH3:63])[CH3:64].[Cl:1][c:2]1[c:3]([C:4](=[O:5])[OH:6])[c:7]([C:11]([F:12])([F:13])[F:14])[cH:8][cH:9][cH:10]1.[Cl:20][C:21]([C:22]([Cl:23])=[O:24])=[O:25].[NH2:26][c:27]1[c:28]([C:39](=[O:40])[NH:41][CH2:42][C:43]([C:44]([F:45])([F:46])[F:47])([OH:48])[CH2:49][NH2:50])[cH:29][n:30][n:31]1-[c:32]1[cH:33][cH:34][c:35]([F:38])[cH:36][cH:37]1.[O:51]1[CH2:52][CH2:53][CH2:54][CH2:55]1>>[Cl:1][c:2]1[c:3]([C:4](=[O:6])[NH:50][CH2:49][C:43]([CH2:42][NH:41][C:39]([c:28]2[c:27]([NH2:26])[n:31](-[c:32]3[cH:33][cH:34][c:35]([F:38])[cH:36][cH:37]3)[n:30][cH:29]2)=[O:40])([C:44]([F:45])([F:46])[F:47])[OH:48])[c:7]([C:11]([F:12])([F:13])[F:14])[cH:8][cH:9][cH:10]1. Yields the product Cc1cnc(N2CCN(C(=O)c3ccc(Br)cc3F)CC2)c(C2CC2)c1. As a reaction SMILES: [Br:1][c:2]1[cH:3][c:4]([F:11])[c:5]([C:6](=[O:7])[Cl:8])[cH:9][cH:10]1.[CH:13]1([c:16]2[c:17]([N:23]3[CH2:24][CH2:25][NH:26][CH2:27][CH2:28]3)[n:18][cH:19][c:20]([CH3:22])[cH:21]2)[CH2:14][CH2:15]1.[ClH:12]>>[Br:1][c:2]1[cH:3][c:4]([F:11])[c:5]([C:6](=[O:7])[N:26]2[CH2:25][CH2:24][N:23]([c:17]3[c:16]([CH:13]4[CH2:14][CH2:15]4)[cH:21][c:20]([CH3:22])[cH:19][n:18]3)[CH2:28][CH2:27]2)[cH:9][cH:10]1. Reactants: O=C(Cl)c1ccc(Br)cc1F, Cc1cnc(N2CCNCC2)c(C2CC2)c1, Cl. The reactants are C(C1=CC=CC=C1)OC(=O)NC(C(=O)O)C(C)O (2-benzyloxycarbonylamino-3-hydroxy-butyric acid), [Cs] (cesium), BrCC1(COC1)C (3-bromomethyl-3-methyl-oxetane). The solvent is CN(C=O)C (N,N-dimethylformamide). Conditions: temperature 23 celsius, time 18 hour. Yields the product CC1(COC1)COC(C(C(C)O)NC(=O)OCC1=CC=CC=C1)=O (2-Benzyloxycarbonylamino-3-hydroxy-butyric acid 3-methyl-oxetan-3-ylmethyl ester). RXN SMILES: [CH2:1]([O:8][C:9]([NH:11][CH:12]([CH:16]([OH:18])[CH3:17])[C:13]([OH:15])=[O:14])=[O:10])[C:2]1[CH:7]=[CH:6][CH:5]=[CH:4][CH:3]=1.[Cs].Br[CH2:21][C:22]1([CH3:26])[CH2:25][O:24][CH2:23]1>CN(C)C=O>[CH3:21][C:22]1([CH2:26][O:14][C:13](=[O:15])[CH:12]([NH:11][C:9]([O:8][CH2:1][C:2]2[CH:3]=[CH:4][CH:5]=[CH:6][CH:7]=2)=[O:10])[CH:16]([OH:18])[CH3:17])[CH2:25][O:24][CH2:23]1 |^1:18|. Procedure details: To a N,N-dimethylformamide (750 ml) solution 2-benzyloxycarbonylamino-3-hydroxy-butyric acid, cesium salt (123.9 g, 0.322 mol) at about 23° C. was added 3-bromomethyl-3-methyl-oxetane (60 ml, 0.420 mol). The reaction was stirred at about 23° C. for about 18 hours and was then concentrated in vacuo. The residue was diluted with ethyl acetate and extracted with saturated sodium bicarbonate, washed with saturated ammonium chloride and saturated sodium chloride, dried with sodium sulfate and concent... The reactants are C(C)(C)(C)[Si](C)(C)OCC1=C(OC(=C1)CB1OCC(CO1)(C)C)C (tert-butyl({5-[(5,5-dimethyl-1,3,2-dioxaborinan-2-yl)methyl]-2-methylfuran-3-yl}methoxy)dimethylsilane), ClC=1N=NC(=CC1)OC (3-chloro-6-methoxypyridazine), C([O-])([O-])=O.[Na+].[Na+] (sodium carbonate), COCCOC (1,2-dimethoxyethane). Reagents/catalysts: C=1C=CC(=CC1)[P](C=2C=CC=CC2)(C=3C=CC=CC3)[Pd]([P](C=4C=CC=CC4)(C=5C=CC=CC5)C=6C=CC=CC6)([P](C=7C=CC=CC7)(C=8C=CC=CC8)C=9C=CC=CC9)[P](C=1C=CC=CC1)(C=1C=CC=CC1)C=1C=CC=CC1 (tetrakis(triphenylphosphine)palladium(0)). Solvent: O (water). Reaction conditions: time 8 hour. The product is COC1=CC=C(N=N1)C1=CC(=C(O1)C)CO ([5-(6-methoxypyridazin-3-yl)-2-methylfuran-3-yl]methanol). The yield is 86.7%. RXN SMILES: C([Si]([O:8][CH2:9][C:10]1[CH:14]=[C:13]([CH2:15]B2OCC(C)(C)CO2)[O:12][C:11]=1[CH3:24])(C)C)(C)(C)C.ClC1[N:27]=[N:28][C:29]([O:32][CH3:33])=[CH:30][CH:31]=1.C(=O)([O-])[O-].[Na+].[Na+].COCCOC>C1C=CC([P]([Pd]([P](C2C=CC=CC=2)(C2C=CC=CC=2)C2C=CC=CC=2)([P](C2C=CC=CC=2)(C2C=CC=CC=2)C2C=CC=CC=2)[P](C2C=CC=CC=2)(C2C=CC=CC=2)C2C=CC=CC=2)(C2C=CC=CC=2)C2C=CC=CC=2)=CC=1.O>[CH3:33][O:32][C:29]1[N:28]=[N:27][C:15]([C:13]2[O:12][C:11]([CH3:24])=[C:10]([CH2:9][OH:8])[CH:14]=2)=[CH:31][CH:30]=1 |f:2.3.4,^1:49,51,70,89|. Reported procedure: A mixture of tert-butyl({5-[(5,5-dimethyl-1,3,2-dioxaborinan-2-yl)methyl]-2-methylfuran-3-yl}methoxy)dimethylsilane (2.4 g), 3-chloro-6-methoxypyridazine (1.5 g), tetrakis(triphenylphosphine)palladium(0) (0.4 g), 2N aqueous sodium carbonate solution (7 mL) and 1,2-dimethoxyethane (20 mL) was stirred overnight with refluxing under an argon atmosphere. The reaction mixture was poured into water, and the mixture was extracted with ethyl acetate. The organic layer was washed with saturated brine, an... The reactants are aqueous solution, [OH-].[Na+] (sodium hydroxide), CC1(C=2C=CC(=CC2C(CC1)(C)C)OCCOC1=CC=C(CC(C(=O)OC)C(=O)OC)C=C1)C (dimethyl 4-[2-(5,5,8,8-tetramethyl-5,6,7,8-tetrahydro-2-naphthoxy)ethoxy]benzylmalonate). Run in CO (methanol), O1CCCC1 (tetrahydrofuran). Run at time 2 hour. Yields the product COC(=O)C(C(=O)O)CC1=CC=C(C=C1)OCCOC1=CC=2C(CCC(C2C=C1)(C)C)(C)C (2-(methoxycarbonyl)-3-[4-[2-(5,5,8,8-tetramethyl-5,6,7,8-tetrahydro-2-naphthoxy)ethoxy]phenyl]propionic acid). Isolated yield 92.5%. As a reaction SMILES: [CH3:1][C:2]1([CH3:34])[CH2:11][CH2:10][C:9]([CH3:13])([CH3:12])[C:8]2[CH:7]=[C:6]([O:14][CH2:15][CH2:16][O:17][C:18]3[CH:33]=[CH:32][C:21]([CH2:22][CH:23]([C:28]([O:30]C)=[O:29])[C:24]([O:26][CH3:27])=[O:25])=[CH:20][CH:19]=3)[CH:5]=[CH:4][C:3]1=2.[OH-].[Na+]>CO.O1CCCC1>[CH3:27][O:26][C:24]([CH:23]([CH2:22][C:21]1[CH:32]=[CH:33][C:18]([O:17][CH2:16][CH2:15][O:14][C:6]2[CH:5]=[CH:4][C:3]3[C:2]([CH3:34])([CH3:1])[CH2:11][CH2:10][C:9]([CH3:13])([CH3:12])[C:8]=3[CH:7]=2)=[CH:19][CH:20]=1)[C:28]([OH:30])=[O:29])=[O:25] |f:1.2|. Procedure: To a solution of dimethyl 4-[2-(5,5,8,8-tetramethyl-5,6,7,8-tetrahydro-2-naphthoxy)ethoxy]benzylmalonate (0.50 g, 1.07 mmol) in a mixture of methanol (4.3 ml) and tetrahydrofuran (2.1 ml) at 0° C. is added a 2 mol/L aqueous solution of sodium hydroxide (0.59 ml, 1.18 mmol). The mixture is stirred for 2 hours at room temperature, and then the solvent was removed under a vacuum. The residue is dissolved in saturated aqueous sodium bicarbonate (10 ml) and washed with ethyl acetate (10 ml). The aque... Starting materials: FC=1C=C(C(=O)O)C=CC1C (3-fluoro-4-methyl-benzoic acid), C([O-])([O-])=O.[K+].[K+] (potassium carbonate), S(=O)(=O)(OC)OC (dimethyl sulfate). The solvent is CC(=O)C (acetone). Conditions: temperature 25 celsius, time 24 hour. The product is COC(C1=CC(=C(C=C1)C)F)=O (3-fluoro-4-methyl-benzoic acid methyl ester). Isolated yield 83.0%. As a reaction SMILES: [F:1][C:2]1[CH:3]=[C:4]([CH:8]=[CH:9][C:10]=1[CH3:11])[C:5]([OH:7])=[O:6].[C:12](=O)([O-])[O-].[K+].[K+].S(OC)(OC)(=O)=O>CC(C)=O>[CH3:12][O:6][C:5](=[O:7])[C:4]1[CH:8]=[CH:9][C:10]([CH3:11])=[C:2]([F:1])[CH:3]=1 |f:1.2.3|. Reported procedure: A solution of 3-fluoro-4-methyl-benzoic acid (2.5 g, 16.2 mmol) in acetone (27.0 mL) was treated with potassium carbonate (5.83 g, 42.2 mmol) and dimethyl sulfate (6.14 g, 4.6 mL, 48.7 mmol). The reaction was stirred at 25° C. for 24 h and then was heated to 90° C. for 8 h. At this time, the reaction was cooled to 25° C. and was stirred at 25° C. for 6 days. At this time, the reaction was filtered through a sintered glass funnel. The potassium carbonate cake was washed thoroughly with acetone. T... Starting materials: [C@H]12N[C@@H](C[C@@H]2C1)CNC(=O)C1=CC=CC=2OCCOC21 (2,3-dihydro-benzo[1,4]dioxine-5-carboxylic acid [(1S,3S,5S)-2-aza-bicyclo[3.1.0]hex-3-ylmethyl]-amide), ClC=1C=C(C=CC1)C=1C(=CC=CC1)C(=O)O (3′-chloro-biphenyl-2-carboxylic acid). Product: ClC=1C=C(C=CC1)C=1C(=CC=CC1)C(=O)N1[C@H]2C[C@H]2C[C@H]1CNC(=O)C1=CC=CC=2OCCOC21 (2,3-dihydro-benzo[1,4]dioxine-5-carboxylic acid [(1S,3S,5S)-2-(3′-chloro-biphenyl-2-carbonyl)-2-aza-bicyclo[3.1.0]hex-3-ylmethyl]-amide). RXN SMILES: [C@H:1]12[CH2:6][C@H:5]1[CH2:4][C@@H:3]([CH2:7][NH:8][C:9]([C:11]1[C:20]3[O:19][CH2:18][CH2:17][O:16][C:15]=3[CH:14]=[CH:13][CH:12]=1)=[O:10])[NH:2]2.[Cl:21][C:22]1[CH:23]=[C:24]([C:28]2[C:29]([C:34](O)=[O:35])=[CH:30][CH:31]=[CH:32][CH:33]=2)[CH:25]=[CH:26][CH:27]=1>>[Cl:21][C:22]1[CH:23]=[C:24]([C:28]2[C:29]([C:34]([N:2]3[C@H:3]([CH2:7][NH:8][C:9]([C:11]4[C:20]5[O:19][CH2:18][CH2:17][O:16][C:15]=5[CH:14]=[CH:13][CH:12]=4)=[O:10])[CH2:4][C@H:5]4[C@@H:1]3[CH2:6]4)=[O:35])=[CH:30][CH:31]=[CH:32][CH:33]=2)[CH:25]=[CH:26][CH:27]=1. Procedure details: prepared by reaction of 2,3-dihydro-benzo[1,4]dioxine-5-carboxylic acid [(1S,3S,5S)-2-aza-bicyclo[3.1.0]hex-3-ylmethyl]-amide with 3′-chloro-biphenyl-2-carboxylic acid. LC-MS (basic): tR=1.43 min; [M+H]+=489.0. The reactants are OC1=C2C=CC(NC2=C(C=C1)OC)=O (5-Hydroxy-8-methoxycarbostyril), [H][H] (hydrogen). Reagents/catalysts: [OH-].[Pd+2].[OH-] (palladium hydroxide). Solvent: CN1C(CCC1)=O (N-methylpyrrolidinone). Yields the product OC1=C2CCC(NC2=C(C=C1)OC)=O (5-hydroxy-8-methoxy-3,4-dihydrocarbostyril). Isolated yield 98.2%. Reaction SMILES: [OH:1][C:2]1[CH:11]=[CH:10][C:9]([O:12][CH3:13])=[C:8]2[C:3]=1[CH:4]=[CH:5][C:6](=[O:14])[NH:7]2.[H][H]>CN1CCCC1=O.[OH-].[Pd+2].[OH-]>[OH:1][C:2]1[CH:11]=[CH:10][C:9]([O:12][CH3:13])=[C:8]2[C:3]=1[CH2:4][CH2:5][C:6](=[O:14])[NH:7]2 |f:3.4.5|. Procedure: 5-Hydroxy-8-methoxycarbostyril (12.5 g) in 200 ml of N-methylpyrrolidinone with 500 mg of palladium hydroxide (20%) were hydrogenated at 50° C. under 1,2 bar hydrogen. The catalyst was removed by filtration through Celite and the solvent evaporated to give 12.4 g of 5-hydroxy-8-methoxy-3,4-dihydrocarbostyril (mp=190° C.). The reactants are CP(OC)(=O)C1=C(C=CC(=C1)OC1=C(C=C(C=C1)C(F)(F)F)Cl)[N+](=O)[O-] (methyl P-methyl-2-nitro-5-(2-chloro-4-trifluoromethylphenoxy)phenylphosphinate), P12(=S)SP3(=S)SP(=S)(S1)SP(=S)(S2)S3 (phosphorus pentasulfide). Yields the product CP(OC)(=S)C1=C(C=CC(=C1)OC1=C(C=C(C=C1)C(F)(F)F)Cl)[N+](=O)[O-] (methyl P-methyl-2-nitro-5-(2-chloro-4-trifluoromethylphenoxy)phenylphosphinothioate). RXN SMILES: [CH3:1][P:2]([C:6]1[CH:11]=[C:10]([O:12][C:13]2[CH:18]=[CH:17][C:16]([C:19]([F:22])([F:21])[F:20])=[CH:15][C:14]=2[Cl:23])[CH:9]=[CH:8][C:7]=1[N+:24]([O-:26])=[O:25])(=O)[O:3][CH3:4].P12(SP3(SP(SP(S3)(S1)=S)(=S)S2)=S)=[S:28]>>[CH3:1][P:2]([C:6]1[CH:11]=[C:10]([O:12][C:13]2[CH:18]=[CH:17][C:16]([C:19]([F:22])([F:21])[F:20])=[CH:15][C:14]=2[Cl:23])[CH:9]=[CH:8][C:7]=1[N+:24]([O-:26])=[O:25])(=[S:28])[O:3][CH3:4]. Reported procedure: A mixture of methyl P-methyl-2-nitro-5-(2-chloro-4-trifluoromethylphenoxy)phenylphosphinate (1.5 g, 4.7 mmol) and phosphorus pentasulfide (0.52 g, 1.2 mmol) is heated to 150°-160° under nitrogen for 3-4 hours. After cooling, the residue is purified by preparative thin-layer chromatography (on silica gel, eluting with 20% ethyl acetate/hexane) to give methyl P-methyl-2-nitro-5-(2-chloro-4-trifluoromethylphenoxy)phenylphosphinothioate. Reactants: O1CCOCC1 (dioxane), CO (methanol), C(CCC)N (butylamine), S1SC(CC1)CCCCCN1C(C2=CC=CC=C2C1=O)=O (2-[5-(1,2-dithiolan-3-yl)pentyl]isoindole-1,3-dione). Solvent: C1(=CC=CC=C1)C (toluene). Run at time 8 hour. Product: S1SC(CC1)CCCCCNCC(=O)OC (Methyl [5-(1,2-dithiolan-3-yl)pentylamino]acetate). RXN SMILES: C[OH:2].C(N)CCC.[S:8]1[CH2:12][CH2:11][CH:10]([CH2:13][CH2:14][CH2:15][CH2:16][CH2:17][N:18]2[C:26](=O)[C:25]3C(=CC=CC=3)C2=O)[S:9]1.[O:29]1CCOC[CH2:30]1>C1(C)C=CC=CC=1>[S:8]1[CH2:12][CH2:11][CH:10]([CH2:13][CH2:14][CH2:15][CH2:16][CH2:17][NH:18][CH2:26][C:25]([O:29][CH3:30])=[O:2])[S:9]1. Procedure: 2 ml of methanol and 2 ml of butylamine were added to a solution of 1.6 mmol of 2-[5-(1,2-dithiolan-3-yl)pentyl]isoindole-1,3-dione in 3 ml of toluene. The resulting mixture was allowed to stand overnight at room temperature. The solvent was then removed from the reaction mixture by distillation under reduced pressure. Water was added to the resulting residue, after which it was extracted with ethyl acetate. The extract was washed with a saturated aqueous solution of sodium chloride and then dri...